From a dataset of the Open Reaction Database (ORD), a public repository of structured organic reaction records. describe an organic reaction: reactants, conditions, products, and yield Reactants: C(C)(=O)OCC (ethyl acetate), [H-].[Na+] (sodium hydride), C(CCCCCCC)Br (Octyl bromide), OC1=CC=NC=C1 (4-hydroxypyridine). Run in [Cl-].[Na+].O (brine), CN(C=O)C (N,N-dimethylformamide). Reaction conditions: temperature 50 celsius, time 2 hour. Yields the product C(CCCCCCC)N1C=CC(C=C1)=O (1-octyl-4-pyridone). As a reaction SMILES: [H-].[Na+].[OH:3][C:4]1[CH:9]=[CH:8][N:7]=[CH:6][CH:5]=1.[CH2:10](Br)[CH2:11][CH2:12][CH2:13][CH2:14][CH2:15][CH2:16][CH3:17].C(OCC)(=O)C>CN(C)C=O.[Cl-].[Na+].O>[CH2:10]([N:7]1[CH:8]=[CH:9][C:4](=[O:3])[CH:5]=[CH:6]1)[CH2:11][CH2:12][CH2:13][CH2:14][CH2:15][CH2:16][CH3:17] |f:0.1,6.7.8|. Procedure details: To a suspension of sodium hydride (2.04 g) in N,N-dimethylformamide (50 ml) was added 4-hydroxypyridine (5 g) at room temperature. Octyl bromide (9.08 ml) was added thereto. The mixture was stirred for 2 hours at 50° C. The reaction mixture was added to a mixture of brine (100 ml), trtrahydrofuran (100 ml) and ethyl acetate (100 ml). The organic layer was separated and dried over magnesium sulfate. The magnesium sulfate was filtered off, and the filtrate was evaporated under reduced pressure to ... Starting materials: COC(CC1=CC=C(C=C1)CC#CCl)=O (4-(3-Chloroprop-2-ynyl)phenylacetic acid methyl ester), [N-]=[N+]=[N-].[Na+] (sodium azide). The solvent is O (water), CN(C=O)C (dimethylformamide). Reaction conditions: time 14 hour. Yields the product COC(CC1=CC=C(C=C1)CC#CN=[N+]=[N-])=O (4-(3-Azidoprop-2-ynyl)phenylacetic acid methyl ester). Yield: 97.1%. RXN SMILES: [CH3:1][O:2][C:3](=[O:15])[CH2:4][C:5]1[CH:10]=[CH:9][C:8]([CH2:11][C:12]#[C:13]Cl)=[CH:7][CH:6]=1.[N-:16]=[N+:17]=[N-:18].[Na+]>CN(C)C=O.O>[CH3:1][O:2][C:3](=[O:15])[CH2:4][C:5]1[CH:10]=[CH:9][C:8]([CH2:11][C:12]#[C:13][N:16]=[N+:17]=[N-:18])=[CH:7][CH:6]=1 |f:1.2|. Procedure: 4-(3-Chloroprop-2-ynyl)phenylacetic acid methyl ester (5.3 g, 0.023M) was dissolved in dry dimethylformamide (30 ml) with sodium azide (1.7 g, 1.1 molar equivalents) and stirred at room temperature for 14 h. The reaction mixture was diluted with water (200 ml) and washed with dichloromethane (2×150 ml). The combined organic layers were washed with water (2×100 ml) and brine (1×100 ml) then dried (Na2SO4), filtered and concentrated in vacuo to give a residue which was purified by passage down a s... The reactants are I(=O)(=O)(=O)[O-].[Na+] (sodium periodate), CC(C[C@H](C(C(=O)OCC1=CC=CC=C1)(C(=O)OC(C)(C)C)CC=C)C(=O)OCC1=CC=CC=C1)C (1,2-dibenzyl 1-tert.butyl 4-methyl-1-(prop-2-en-1yl)-1,1,2(R)-pentanetricarboxylate), aqueous solution, I(=O)(=O)(=O)[O-].[Na+] (sodium periodate), C(C)OCC (diethyl ether), O (water). Reagents/catalysts: [Os](=O)(=O)(=O)=O (osmium tetroxide). Run at time 1 hour. Product: C(=O)CC([C@@H](CC(C)C)C(=O)OCC1=CC=CC=C1)(C(=O)OCC1=CC=CC=C1)C(=O)OC(C)(C)C (1,2-dibenzyl 1-tert.butyl 1-(formylmethyl)-4-methyl-1,1,2(R)-pentanetricarboxylate). As a reaction SMILES: [CH3:1][CH:2]([CH3:36])[CH2:3][C@@H:4]([C:26]([O:28][CH2:29][C:30]1[CH:35]=[CH:34][CH:33]=[CH:32][CH:31]=1)=[O:27])[C:5]([CH2:23][CH:24]=C)([C:16]([O:18][C:19]([CH3:22])([CH3:21])[CH3:20])=[O:17])[C:6]([O:8][CH2:9][C:10]1[CH:15]=[CH:14][CH:13]=[CH:12][CH:11]=1)=[O:7].I([O-])(=O)(=O)=O.[Na+].C(OCC)C.[OH2:48]>[Os](=O)(=O)(=O)=O>[CH:24]([CH2:23][C:5]([C:16]([O:18][C:19]([CH3:22])([CH3:20])[CH3:21])=[O:17])([C:6]([O:8][CH2:9][C:10]1[CH:11]=[CH:12][CH:13]=[CH:14][CH:15]=1)=[O:7])[C@H:4]([C:26]([O:28][CH2:29][C:30]1[CH:31]=[CH:32][CH:33]=[CH:34][CH:35]=1)=[O:27])[CH2:3][CH:2]([CH3:36])[CH3:1])=[O:48] |f:1.2|. Procedure details: A mixture of 1.23 g of 1,2-dibenzyl 1-tert.butyl 4-methyl-1-(prop-2-en-1yl)-1,1,2(R)-pentanetricarboxylate, 3 ml of a 1% aqueous solution of osmium tetroxide, 2.44 g of sodium periodate, 15 ml of diethyl ether and 15 ml of water was stirred at room temperature for 1 hour. A further 3.25 g of sodium periodate were added and the mixture was stirred at room temperature for 24 hours. The ether layer was separated and the aqueous layer was extracted with diethyl ether. The combined ether layers were ...